Dataset: the Open Reaction Database (ORD), a public repository of structured organic reaction records. Task: describe an organic reaction: reactants, conditions, products, and yield The reactants are O=C1CCC(C2=C1SC=C2)N=C=S (4,5,6,7-tetrahydro-7-oxobenzo[b]thien-4-ylisothiocyanate), C(Cl)Cl (methylene chloride), CN (methylamine). The solvent is C(C)O (ethanol). The product is CNC(=S)NC1CCC(C=2SC=CC21)=O (1-Methyl-3-(4,5,6,7-tetrahydro-7-oxobenzo[b]thien-4 -yl)thiourea). Reaction SMILES: [O:1]=[C:2]1[C:7]2[S:8][CH:9]=[CH:10][C:6]=2[CH:5]([N:11]=[C:12]=[S:13])[CH2:4][CH2:3]1.C(Cl)Cl.[CH3:17][NH2:18]>C(O)C>[CH3:17][NH:18][C:12]([NH:11][CH:5]1[C:6]2[CH:10]=[CH:9][S:8][C:7]=2[C:2](=[O:1])[CH2:3][CH2:4]1)=[S:13]. Procedure details: A mixture of 4,5,6,7-tetrahydro-7-oxobenzo[b]thien-4-ylisothiocyanate (5.0 g) and methylene chloride (100 ml) is stirred and a saturated solution of methylamine in ethanol (15 ml ethanol saturated with methylamine) added. The mixture is stirred for 15 hours then heated at reflux for 2 hours, cooled and evaporated to dryness in vacuo. The residue is triturated with water, the title thiourea collected and dried. The reactants are CC1=C(N=C(O1)C1=CC=CC=C1)COC1=CC=C(CON)C=C1 (4-(5-methyl-2-phenyl-4-oxazolylmethoxy)benzyloxyamine), O=C(CCC(=O)OCC)C1=NC=CC=C1 (ethyl 4-oxo-4-(2-pyridyl)butyrate), C(C)(=O)O (acetic acid), C(C)(=O)[O-].[Na+] (sodium acetate). Run in O (Water), C(C)(=O)OCC.CCCCCC (ethyl acetate hexane), C(C)O (ethanol). Yields the product CC1=C(N=C(O1)C1=CC=CC=C1)COC1=CC=C(CO\N=C(/CCC(=O)OCC)\C2=NC=CC=C2)C=C1 (ethyl E-4-[4-(5-methyl-2-phenyl-4-oxazolylmethoxy)benzyloxyimino]-4-(2-pyridyl)butyrate). Isolated yield 74.5%. RXN SMILES: [CH3:1][C:2]1[O:6][C:5]([C:7]2[CH:12]=[CH:11][CH:10]=[CH:9][CH:8]=2)=[N:4][C:3]=1[CH2:13][O:14][C:15]1[CH:23]=[CH:22][C:18]([CH2:19][O:20][NH2:21])=[CH:17][CH:16]=1.O=[C:25]([C:33]1[CH:38]=[CH:37][CH:36]=[CH:35][N:34]=1)[CH2:26][CH2:27][C:28]([O:30][CH2:31][CH3:32])=[O:29].C(O)(=O)C.C([O-])(=O)C.[Na+]>C(OCC)(=O)C.CCCCCC.O.C(O)C>[CH3:1][C:2]1[O:6][C:5]([C:7]2[CH:8]=[CH:9][CH:10]=[CH:11][CH:12]=2)=[N:4][C:3]=1[CH2:13][O:14][C:15]1[CH:16]=[CH:17][C:18]([CH2:19][O:20]/[N:21]=[C:25](/[C:33]2[CH:38]=[CH:37][CH:36]=[CH:35][N:34]=2)\[CH2:26][CH2:27][C:28]([O:30][CH2:31][CH3:32])=[O:29])=[CH:22][CH:23]=1 |f:3.4,5.6|. Procedure details: After a mixture of 4-(5-methyl-2-phenyl-4-oxazolylmethoxy)benzyloxyamine (500 mg), ethyl 4-oxo-4-(2-pyridyl)butyrate (367 mg), acetic acid (0.276 ml), sodium acetate (264 mg) and ethanol (20 ml) was heated to reflux for 20 hours, the mixture was cooled to room temperature. Water was added to the reaction mixture and extracted with ethyl acetate. The ethyl acetate layer was washed with an aqueous saturated solution of sodium chloride, dried (MgSO4) and concentrated. The residue was subjected to s... The reactants are C(C)OC=1C=C(C=CC1C(F)(F)F)C1=NC=2N(C(=C1)C(F)(F)F)N=CC2C(=O)O (5-(3-ethoxy-4-trifluoromethyl-phenyl)-7-trifluoromethyl-pyrazolo[1,5-a]pyrimidine-3-carboxylic acid), NC=1C=C(C=CC1)S(=O)(=O)NCC (3-amino-N-ethyl-benzenesulfonamide). Yields the product C(C)NS(=O)(=O)C=1C=C(C=CC1)NC(=O)C=1C=NN2C1N=C(C=C2C(F)(F)F)C2=CC(=C(C=C2)C(F)(F)F)OCC (5-(3-Ethoxy-4-trifluoromethyl-phenyl)-7-trifluoromethyl-pyrazolo[1,5-a]pyrimidine-3-carboxylic acid(3-ethylsulfamoyl-phenyl)-amide). Reaction SMILES: [CH2:1]([O:3][C:4]1[CH:5]=[C:6]([C:14]2[CH:19]=[C:18]([C:20]([F:23])([F:22])[F:21])[N:17]3[N:24]=[CH:25][C:26]([C:27]([OH:29])=O)=[C:16]3[N:15]=2)[CH:7]=[CH:8][C:9]=1[C:10]([F:13])([F:12])[F:11])[CH3:2].[NH2:30][C:31]1[CH:32]=[C:33]([S:37]([NH:40][CH2:41][CH3:42])(=[O:39])=[O:38])[CH:34]=[CH:35][CH:36]=1>>[CH2:41]([NH:40][S:37]([C:33]1[CH:32]=[C:31]([NH:30][C:27]([C:26]2[CH:25]=[N:24][N:17]3[C:18]([C:20]([F:22])([F:23])[F:21])=[CH:19][C:14]([C:6]4[CH:7]=[CH:8][C:9]([C:10]([F:12])([F:11])[F:13])=[C:4]([O:3][CH2:1][CH3:2])[CH:5]=4)=[N:15][C:16]=23)=[O:29])[CH:36]=[CH:35][CH:34]=1)(=[O:39])=[O:38])[CH3:42]. Procedure details: The title compound was prepared from 5-(3-ethoxy-4-trifluoromethyl-phenyl)-7-trifluoromethyl-pyrazolo[1,5-a]pyrimidine-3-carboxylic acid (example C.11) and 3-amino-N-ethyl-benzenesulfonamide [CAS 56445-08-0] according to general procedure II. Yellow solid. MS (ISP) 600.0 [(M−H)−]; mp 226° C. Reactants: CSCc1cccc2cc[nH]c12, Cc1ccccc1, CCOC(C)=O, [Cl-], [Cl-], [Cl-], CCC(O)(CCO)c1ccc(Cl)cc1, [In+3], O. Product: CCC(CCO)(c1ccc(Cl)cc1)c1c[nH]c2c(CSC)cccc12. As a reaction SMILES: [CH3:19][S:20][CH2:21][c:22]1[cH:23][cH:24][cH:25][c:26]2[cH:27][cH:28][nH:29][c:30]12.[CH3:31][c:32]1[cH:33][cH:34][cH:35][cH:36][cH:37]1.[CH3:38][CH2:39][O:40][C:41](=[O:42])[CH3:43].[Cl-:15].[Cl-:17].[Cl-:18].[Cl:1][c:2]1[cH:3][cH:4][c:5]([C:8]([CH2:9][CH2:10][OH:11])([CH2:12][CH3:13])[OH:14])[cH:6][cH:7]1.[In+3:16].[OH2:44]>>[Cl:1][c:2]1[cH:3][cH:4][c:5]([C:8]([CH2:9][CH2:10][OH:11])([CH2:12][CH3:13])[c:27]2[c:26]3[cH:25][cH:24][cH:23][c:22]([CH2:21][S:20][CH3:19])[c:30]3[nH:29][cH:28]2)[cH:6][cH:7]1. Starting materials: O1CCCC1 (tetrahydrofuran), FCCO (2-Fluoroethanol), O1CCCC1 (tetrahydrofuran), ClC1=NC(=CC=N1)Cl (2,6-dichloropyrimidine), [H-].[Na+] (sodium hydride). Run in O (water). Run at time 30 minute. The product is ClC1=NC=CC(=N1)OCCF (2-chloro-4-(2-fluoroethoxy)pyrimidine). Yield: 40.7%. Reaction SMILES: [F:1][CH2:2][CH2:3][OH:4].O1CCCC1.[H-].[Na+].[Cl:12][C:13]1[N:18]=[CH:17][CH:16]=[C:15](Cl)[N:14]=1>O>[Cl:12][C:13]1[N:18]=[C:17]([O:4][CH2:3][CH2:2][F:1])[CH:16]=[CH:15][N:14]=1 |f:2.3|. Procedure details: 2-Fluoroethanol (0.30 mL, 4.95 mmol) was added to an anhydrous tetrahydrofuran (5 mL) solution containing sodium hydride (60% NaH, 200 mg, 4.95 mmol), and an anhydrous tetrahydrofuran (5 mL) solution having 2,4-dichloropyrimidine (104, 500 mg, 3.30 mmol) dissolved therein was slowly added. The reaction mixture was stirred for 30 minutes and water was added. Organic compounds were extracted with ethyl acetate. Then, the recovered organic solution was washed with an aqueous solution of saturated s... The reactants are O1COC2CC(CC=C)=CC=C12 (Dihydrosafrole), C(C)(=O)OC(C)=O (acetic anhydride), C=O (paraformaldehyde), S(O)(O)(=O)=O (sulphuric acid). The solvent is CCCCCC (hexane), C(C)(=O)O (acetic acid), O (water), C(C)(=O)O (acetic acid). Conditions: temperature 20 celsius, time 5 hour. Yields the product C(C)(=O)OCC1=C(C=C2C(=C1)OCO2)CCC (4,5-methylenedioxy-2-propylbenzyl acetate). Yield: 59.0%. Reaction SMILES: [O:1]1[C:12]2[CH:4]([CH2:5][C:6](=[CH:10][CH:11]=2)[CH2:7][CH:8]=[CH2:9])[O:3][CH2:2]1.[C:13]([O:16][C:17](=O)C)(=[O:15])[CH3:14].C=O.S(=O)(=O)(O)O>CCCCCC.C(O)(=O)C.O>[C:13]([O:16][CH2:17][C:10]1[CH:11]=[C:12]2[O:1][CH2:2][O:3][C:4]2=[CH:5][C:6]=1[CH2:7][CH2:8][CH3:9])(=[O:15])[CH3:14]. Reported procedure: Dihydrosafrole (20 g), acetic acid (100 g) and water (10 g) were added to a mixture of acetic acid (250 ml), hexane (200 ml), acetic anhydride (40 g) and paraformaldehyde (40 g) to which 1.7 g of 40% sulphuric acid had been added. The reaction mixture was held at 60° C. for 5 hours and was then cooled to 20° C. and excess paraformaldehyde removed by filtration. Saturated brine (200 ml) was then added followed by ether (100 ml). The mixture was ether extracted (3 times) and combined extracts wash... Reactants: [OH-].[Na+] (Sodium hydroxide), OO (hydrogen peroxide), O (water), FC1=C(C=CC(=C1)F)[C@]1(C[C@@H](CO1)C(=O)N1C(OC[C@H]1C1=CC=CC=C1)=O)CI ((R)-3-((3S,5R)-5-(2,4-difluorophenyl)-5-(iodomethyl)tetrahydrofuran-3-carbonyl)-4-phenyloxazolidin-2-one). The solvent is O1CCCC1 (tetrahydrofuran), O1CCCC1 (tetrahydrofuran). Run at temperature 5 celsius, time 30 minute. Product: FC1=C(C=CC(=C1)F)[C@]1(C[C@@H](CO1)C(=O)O)CI ((3S,5R)-5-(2,4-difluorophenyl)-5-(iodomethyl)tetrahydro furan-3-carboxylic acid). As a reaction SMILES: [OH-:1].[Na+].OO.O.[F:6][C:7]1[CH:12]=[C:11]([F:13])[CH:10]=[CH:9][C:8]=1[C@:14]1([CH2:33][I:34])[O:18][CH2:17][C@@H:16]([C:19](N2[C@H](C3C=CC=CC=3)COC2=O)=[O:20])[CH2:15]1>O1CCCC1>[F:6][C:7]1[CH:12]=[C:11]([F:13])[CH:10]=[CH:9][C:8]=1[C@:14]1([CH2:33][I:34])[O:18][CH2:17][C@@H:16]([C:19]([OH:20])=[O:1])[CH2:15]1 |f:0.1|. Reported procedure: Sodium hydroxide solution (prepared from 17.7 g of sodium hydroxide and 390 ml of water) was added to a pre-cooled solution of hydrogen peroxide (30 ml), water (65 ml) and tetrahydrofuran (390 ml) at 0-10° C., followed by a solution of (R)-3-((3S,5R)-5-(2,4-difluorophenyl)-5-(iodomethyl)tetrahydrofuran-3-carbonyl)-4-phenyloxazolidin-2-one compound of formula-6 (130 g) in tetrahydrofuran (390 ml) at 0-10° C. and the reaction mixture was stirred for 30 minutes at 0-10° C. Further temperature of th... Starting materials: C(C1=CC=CC=C1)OCC(CO)COCCCCCCCCCCCCCCCCC (2-benzyloxymethyl-3-heptadecyloxy-1-propanol), C(C)(C)C1OCC(CO1)CO (2-isopropyl-5-hydroxymethyl-1,3-dioxan), C(C1=CC=CC=C1)Br (benzyl bromide). The product is C(C)(C)C1OCC(CO1)COCC1=CC=CC=C1 (2-isopropyl-5-benzyloxymethyl-1,3-dioxan). RXN SMILES: [CH2:1]([O:8][CH2:9][CH:10]([CH2:13][O:14][CH2:15][CH2:16][CH2:17]CCCCCCCCCCCCCC)[CH2:11][OH:12])[C:2]1[CH:7]=[CH:6][CH:5]=[CH:4][CH:3]=1.[CH:32](C1OCC(CO)CO1)(C)C.C(Br)C1C=CC=CC=1>>[CH:16]([CH:15]1[O:12][CH2:11][CH:10]([CH2:9][O:8][CH2:1][C:2]2[CH:3]=[CH:4][CH:5]=[CH:6][CH:7]=2)[CH2:13][O:14]1)([CH3:17])[CH3:32]. Procedure details: The 2-benzyloxymethyl-3-heptadecyloxy-1-propanol used as starting material is obtained by reacting 2-isopropyl-5-hydroxymethyl-1,3-dioxan with benzyl bromide to give 2-isopropyl-5-benzyloxymethyl-1,3-dioxan (oil), subsequent splitting with sulfuric acid and reaction with an equimolar amount of heptadecyl bromide.